From a dataset of the Open Reaction Database (ORD), a public repository of structured organic reaction records. describe an organic reaction: reactants, conditions, products, and yield The reactants are COC(C)(C)OC (2,2-dimethoxypropane), [OH-].[Ba+2].[OH-] (barium hydroxide), ClC(C(CO)O)CO (3-chloro-1,2,4-butanetriol), S(O)(O)(=O)=O (sulfuric acid). The solvent is CC(=O)C (acetone), O (water). Reaction conditions: time 4 hour. The product is ClC(CO)C1OC(OC1)(C)C (2-chloro-2-(2,2-dimethyl-1,3-dioxolan-4-yl)ethanol). As a reaction SMILES: [CH3:1][O:2][C:3]([O:6][CH3:7])([CH3:5])[CH3:4].[Cl:8][CH:9](CO)[CH:10]([OH:13])CO.S(=O)(=O)(O)O.[OH-].[Ba+2].[OH-]>CC(C)=O.O>[Cl:8][CH:9]([CH:1]1[CH2:7][O:6][C:3]([CH3:5])([CH3:4])[O:2]1)[CH2:10][OH:13] |f:3.4.5|. Reported procedure: 258 ml of 2,2-dimethoxypropane is added dropwise within 2 hours to an agitated and water-cooled solution of 272 g of 3-chloro-1,2,4-butanetriol and 0.5 ml of concen-trated sulfuric acid in one liter of acetone. The reaction is completed after another 4 hours. The solution is neutralized by adding 3.8 g of barium hydroxide. The mixture is stirred for another 30 minutes, filtered off from the solid matter, and evaporated to dryness under vacuum, producing 2-chloro-2-(2,2-dimethyl-1,3-dioxolan-4-yl...